This data is from the Open Reaction Database (ORD), a public repository of structured organic reaction records. The task is: describe an organic reaction: reactants, conditions, products, and yield Starting materials: [OH-].[K+] (potassium hydroxide), C(#N)C(C(=O)OCC)C1(CCN(CC1)CC1=CC=CC=C1)C1=CC(=CC(=C1)C)C (ethyl 2-cyano-2-(1-benzyl-4-(3,5-dimethylphenyl)piperidin-4-yl)ethanoate). Solvent: O (water), C(C)O (ethanol), C([O-])([O-])=O.[Na+].[Na+] (sodium carbonate). Conditions: time 8 hour. Yields the product C(C1=CC=CC=C1)N1CCC(CC1)(C1=CC(=CC(=C1)C)C)CC(=O)OCC (Ethyl 2-(1-benzyl-4-(3,5-dimethylphenyl)piperidin-4-yl)ethanoate). Yield: 45.5%. As a reaction SMILES: [OH-].[K+].C([CH:5]([C:11]1([C:24]2[CH:29]=[C:28]([CH3:30])[CH:27]=[C:26]([CH3:31])[CH:25]=2)[CH2:16][CH2:15][N:14]([CH2:17][C:18]2[CH:23]=[CH:22][CH:21]=[CH:20][CH:19]=2)[CH2:13][CH2:12]1)[C:6]([O:8][CH2:9][CH3:10])=[O:7])#N>O.C(O)C.C(=O)([O-])[O-].[Na+].[Na+]>[CH2:17]([N:14]1[CH2:13][CH2:12][C:11]([CH2:5][C:6]([O:8][CH2:9][CH3:10])=[O:7])([C:24]2[CH:25]=[C:26]([CH3:31])[CH:27]=[C:28]([CH3:30])[CH:29]=2)[CH2:16][CH2:15]1)[C:18]1[CH:19]=[CH:20][CH:21]=[CH:22][CH:23]=1 |f:0.1,5.6.7|. Procedure details: A solution of potassium hydroxide (3.4 g) in water (20 ml) was added to a solution of ethyl 2-cyano-2-(1-benzyl-4-(3,5-dimethylphenyl)piperidin-4-yl)ethanoate (4.7 g) (see Preparation 8) in ethanol (24 ml) and the mixture microwaved at 345 kPa (100 psi)/100% power for 2.5 hours. The solvent was removed under reduced pressure and the residue azeotroped with toluene to remove any residual water. The residue was dissolved in ethanol (100 ml), cooled in an ice-bath and the solution saturated with hy... The reactants are O=C1C(CC2(CC2)CC1)C#N (6-oxospiro[2.5]octane-5-carbonitrile), [BH4-].[Li+] (lithium borohydride). Solvent: C1CCOC1 (THF), O (water). Conditions: time 16 hour. Product: OC1C(CC2(CC2)CC1)C#N (6-Hydroxyspiro[2.5]octane-5-carbonitrile). As a reaction SMILES: [O:1]=[C:2]1[CH2:9][CH2:8][C:5]2([CH2:7][CH2:6]2)[CH2:4][CH:3]1[C:10]#[N:11].[BH4-].[Li+]>C1COCC1.O>[OH:1][CH:2]1[CH2:9][CH2:8][C:5]2([CH2:6][CH2:7]2)[CH2:4][CH:3]1[C:10]#[N:11] |f:1.2|. Procedure details: A solution of 6-oxospiro[2.5]octane-5-carbonitrile (130 mg, 0.87 mmol) in THF (4.3 mL) was stirred at ambient temperature and lithium borohydride (76 mg, 3.5 mmol) was added. The resulting mixture was stirred at ambient temperature for 16 hours. The mixture was diluted with water and extracted with EtOAc (2×). The combined organic extracts were washed with water, brine, dried over anhydrous Na2SO4, filtered, and concentrated in vacuo to afford the title compound. The material was used without fu... The reactants are C1(=CC=CC=C1)CN1C[C@H]2[C@H](C1)CC1=C(O2)C=CC=C1 ((±)-trans-1,2,3,3a,9,9a-Hexahydro-2-(phenylmethyl)[1]-benzopyrano[2,3-c]pyrrole), Cl (hydrogen chloride), [H][H] (hydrogen). Reagents/catalysts: [Pd] (palladium on charcoal). Run in CO (methanol), CO (methanol). Product: Cl.C1[C@H]2[C@H](CN1)OC1=C(C2)C=CC=C1 ((±)-trans-1,2,3,3a,9,9a-Hexahydro[1]benzopyrano[2,3-c]-pyrrole, hydrochloride). As a reaction SMILES: C1(C[N:8]2[CH2:12][C@@H:11]3[CH2:13][C:14]4[CH:20]=[CH:19][CH:18]=[CH:17][C:15]=4[O:16][C@H:10]3[CH2:9]2)C=CC=CC=1.[ClH:21].[H][H]>CO.[Pd]>[ClH:21].[CH2:12]1[NH:8][CH2:9][C@@H:10]2[O:16][C:15]3[CH:17]=[CH:18][CH:19]=[CH:20][C:14]=3[CH2:13][C@@H:11]12 |f:5.6|. Procedure details: To the compound of Example 5 (1.09 g) in methanol (40 ml) was added 10.9M hydrogen chloride in methanol (0.41 ml) and 10% palladium on charcoal (0.1 g). The mixture was hydrogenated at 50° until hydrogen uptake ceased. The catalyst was removed by filtration and the filtrate evaporated to give a white solid. Recrystallisation from propan-1-ol gave the title compound (0.56 g) m.p. darkens from 225° and melts 265°-270° (d), NMR (DMSO-d6) τ 2.7-3.2 (4H, multiplets, aromatic), 5.85 (1H, m, 3a-H), 6.2... Starting materials: COC1=CC(=CC=C1)N (m-anisidine), COC1=CC=C(C=C1)S(=O)(=O)Cl (4-methoxybenzenesulfonyl chloride). Product: COC1=CC=C(C=C1)S(=O)(=O)NC1=CC(=CC=C1)OC (4-Methoxy-N-(3-methoxyphenyl)benzenesulfonamide). Isolated yield 99.7%. As a reaction SMILES: [CH3:1][O:2][C:3]1[CH:8]=[CH:7][CH:6]=[C:5]([NH2:9])[CH:4]=1.[CH3:10][O:11][C:12]1[CH:17]=[CH:16][C:15]([S:18](Cl)(=[O:20])=[O:19])=[CH:14][CH:13]=1>>[CH3:10][O:11][C:12]1[CH:13]=[CH:14][C:15]([S:18]([NH:9][C:5]2[CH:6]=[CH:7][CH:8]=[C:3]([O:2][CH3:1])[CH:4]=2)(=[O:20])=[O:19])=[CH:16][CH:17]=1. Reported procedure: Using m-anisidine (0.99 ml, 8.55 mmol) and 4-methoxybenzenesulfonyl chloride (1.78 g, 8.55 mmol), the procedure of Reference Example 2 was repeated to obtain 2.50 g (99.7%) of the title compound in the form of light yellow oil. The reactants are N1N=C(C=2C1=NC=CC2)CC(=O)O (1H-pyrazolo[3,4-b]pyridin-3-ylacetic acid), CO (methanol). Run in Cl (HCl). Run at time 10 minute. Product: N1N=C(C=2C1=NC=CC2)CC(=O)OC (Methyl 1H-pyrazolo[3,4-b]pyridin-3-ylacetate). As a reaction SMILES: [NH:1]1[C:5]2=[N:6][CH:7]=[CH:8][CH:9]=[C:4]2[C:3]([CH2:10][C:11]([OH:13])=[O:12])=[N:2]1.[CH3:14]O>Cl>[NH:1]1[C:5]2=[N:6][CH:7]=[CH:8][CH:9]=[C:4]2[C:3]([CH2:10][C:11]([O:13][CH3:14])=[O:12])=[N:2]1. Procedure details: To a solution of 1H-pyrazolo[3,4-b]pyridin-3-ylacetic acid (92 mg, 0.520 mmol) in methanol (4 mL) was bubbled in HCl gas for 2 minutes and the resulting solution was allowed to stand for a further 10 minutes. After this time, the solution was concentrated in vacuo and the resulting residue was partitioned between aqueous NaHCO3 (10 mL) and ethyl acetate (2×10 mL). The combined organic extracts were washed with brine, dried over MgSO4, filtered and the solvent evaporated in vacuo to provide the t... Starting materials: ClC1=C(C=C(C(=C1)F)N1C(NC(=CC1=O)C(F)(F)F)=O)OC (3-(4-Chloro-6-fluoro-3-methoxyphenyl)-6-trifluoromethyl-2,4(1H, 3H)-pyrimidinedione), ice water, S(O)(O)(=O)=O (sulfuric acid), [N+](=O)(O)[O-] (nitric acid). Run at time 2 hour. Product: ClC1=C(C(=C(C(=C1)F)N1C(NC(=CC1=O)C(F)(F)F)=O)[N+](=O)[O-])OC (3-(4-chloro-6-fluoro-3-methoxy-2-nitrophenyl)-6-trifluoromethyl-2,4(1H, 3H)-pyrimidinedione). As a reaction SMILES: [Cl:1][C:2]1[CH:7]=[C:6]([F:8])[C:5]([N:9]2[C:14](=[O:15])[CH:13]=[C:12]([C:16]([F:19])([F:18])[F:17])[NH:11][C:10]2=[O:20])=[CH:4][C:3]=1[O:21][CH3:22].S(=O)(=O)(O)O.[N+:28]([O-])([OH:30])=[O:29]>>[Cl:1][C:2]1[CH:7]=[C:6]([F:8])[C:5]([N:9]2[C:14](=[O:15])[CH:13]=[C:12]([C:16]([F:18])([F:19])[F:17])[NH:11][C:10]2=[O:20])=[C:4]([N+:28]([O-:30])=[O:29])[C:3]=1[O:21][CH3:22]. Procedure details: 3-(4-Chloro-6-fluoro-3-methoxyphenyl)-6-trifluoromethyl-2,4(1H, 3H)-pyrimidinedione (10.0 g, 29.5 mmol) was slowly added to a stirred mixture of con. sulfuric acid (36 ml) and con. nitric acid (4 ml) with stirring at −15° C. The solution was then slowly warmed to room temperature and allowed to stir for 2 hr. Addition of the solution to ice-water resulted in a light yellow precipitate which was separated by filtration to afford the title compound (9.1 g). NMR data for the compound are listed in ... Reactants: Br[Mg]c1ccccc1, CC(C)(C)OC(=O)n1nc(-c2cc3cc(C=O)ccc3n2C(=O)OC(C)(C)C)c2sccc21, CCOC(C)=O, CCCCCCC, C1CCOC1. The product is CC(C)(C)OC(=O)n1nc(-c2cc3cc(C(O)c4ccccc4)ccc3n2C(=O)OC(C)(C)C)c2sccc21. As a reaction SMILES: [Br:40][Mg:41][c:42]1[cH:43][cH:44][cH:45][cH:46][cH:47]1.[C:7]([CH3:8])([CH3:9])([CH3:10])[O:11][C:12](=[O:13])[n:14]1[c:15](-[c:25]2[c:26]3[c:27]([n:28]([C:30](=[O:31])[O:32][C:33]([CH3:34])([CH3:35])[CH3:36])[n:29]2)[cH:37][cH:38][s:39]3)[cH:16][c:17]2[cH:18][c:19]([CH:23]=[O:24])[cH:20][cH:21][c:22]12.[CH3:1][CH2:2][O:3][C:4](=[O:5])[CH3:6].[CH3:48][CH2:49][CH2:50][CH2:51][CH2:52][CH2:53][CH3:54].[O:55]1[CH2:56][CH2:57][CH2:58][CH2:59]1>>[C:7]([CH3:8])([CH3:9])([CH3:10])[O:11][C:12](=[O:13])[n:14]1[c:15](-[c:25]2[c:26]3[c:27]([n:28]([C:30](=[O:31])[O:32][C:33]([CH3:34])([CH3:35])[CH3:36])[n:29]2)[cH:37][cH:38][s:39]3)[cH:16][c:17]2[cH:18][c:19]([CH:23]([OH:24])[c:42]3[cH:43][cH:44][cH:45][cH:46][cH:47]3)[cH:20][cH:21][c:22]12. Starting materials: CN1N=CC(=C1)C=1C=C2C(=NC1)N(C=C2C2=CN=CC(=N2)N2CCN(CC2)C(=O)OC(C)(C)C)S(=O)(=O)C2=CC=CC=C2 (tert-butyl 4-{6-[5-(1-methyl-1H-pyrazol-4-yl)-1-(phenylsulfonyl)-1H-pyrrolo[2,3-b]pyridin-3-yl]pyrazin-2-yl}piperazine-1-carboxylate), C([O-])([O-])=O.[K+].[K+] (potassium carbonate). Run in CO (MeOH), C(Cl)Cl (DCM), CO (MeOH). Reaction conditions: temperature 50 celsius, time 1 hour. Yields the product CN1N=CC(=C1)C=1C=C2C(=NC1)NC=C2C2=CN=CC(=N2)N2CCN(CC2)C(=O)OC(C)(C)C (tert-butyl 4-{6-[5-(1-methyl-1H-pyrazol-4-yl)-1H-pyrrolo[2,3-b]pyridin-3-yl]pyrazin-2-yl}piperazine-1-carboxylate). Reaction SMILES: [CH3:1][N:2]1[CH:6]=[C:5]([C:7]2[CH:8]=[C:9]3[C:15]([C:16]4[N:21]=[C:20]([N:22]5[CH2:27][CH2:26][N:25]([C:28]([O:30][C:31]([CH3:34])([CH3:33])[CH3:32])=[O:29])[CH2:24][CH2:23]5)[CH:19]=[N:18][CH:17]=4)=[CH:14][N:13](S(C4C=CC=CC=4)(=O)=O)[C:10]3=[N:11][CH:12]=2)[CH:4]=[N:3]1.C(=O)([O-])[O-].[K+].[K+]>CO.C(Cl)Cl>[CH3:1][N:2]1[CH:6]=[C:5]([C:7]2[CH:8]=[C:9]3[C:15]([C:16]4[N:21]=[C:20]([N:22]5[CH2:23][CH2:24][N:25]([C:28]([O:30][C:31]([CH3:34])([CH3:33])[CH3:32])=[O:29])[CH2:26][CH2:27]5)[CH:19]=[N:18][CH:17]=4)=[CH:14][NH:13][C:10]3=[N:11][CH:12]=2)[CH:4]=[N:3]1 |f:1.2.3|. Reported procedure: To a stirred solution of tert-butyl 4-{6-[5-(1-methyl-1H-pyrazol-4-yl)-1-(phenylsulfonyl)-1H-pyrrolo[2,3-b]pyridin-3-yl]pyrazin-2-yl}piperazine-1-carboxylate (0.077 g, 0.13 mmol) in MeOH (1.3 ml) was added potassium carbonate (0.053 g, 0.34 mmol). The reaction mixture was stirred at 50° C. for 1 hour, then at room temperature for 16 hours. The reaction mixture was diluted with MeOH (10 mL) and DCM (10 mL), silica gel was added, and concentrated to a crude residue. The crude residue was purified ... Reactants: CCCCCCCCCCCCCCCC(=O)OC, CCCCCCCCCCCCCC(O)C(N)CO. Yields the product CCCCCCCCCCCCCCCC(=O)NC(CO)C(O)CCCCCCCCCCCCC. Reaction SMILES: [C:1]([CH2:2][CH2:3][CH2:4][CH2:5][CH2:6][CH2:7][CH2:8][CH2:9][CH2:10][CH2:11][CH2:12][CH2:13][CH2:14][CH2:15][CH3:16])(=[O:17])[O:18][CH3:19].[NH2:20][CH:21]([CH2:22][OH:23])[CH:24]([CH2:25][CH2:26][CH2:27][CH2:28][CH2:29][CH2:30][CH2:31][CH2:32][CH2:33][CH2:34][CH2:35][CH2:36][CH3:37])[OH:38]>>[C:1]([CH2:2][CH2:3][CH2:4][CH2:5][CH2:6][CH2:7][CH2:8][CH2:9][CH2:10][CH2:11][CH2:12][CH2:13][CH2:14][CH2:15][CH3:16])(=[O:17])[NH:20][CH:21]([CH2:22][OH:23])[CH:24]([CH2:25][CH2:26][CH2:27][CH2:28][CH2:29][CH2:30][CH2:31][CH2:32][CH2:33][CH2:34][CH2:35][CH2:36][CH3:37])[OH:38].